This data is from the Open Reaction Database (ORD), a public repository of structured organic reaction records. The task is: describe an organic reaction: reactants, conditions, products, and yield Reactants: Cl.NC1=NC(=CC(=N1)NC=1C=C(C(=O)NC2=CC=C(C=C2)N)C=CC1)C (3-[(2-Amino-6-methyl-4-pyrimidinyl)amino]-N-(4-aminophenyl)benzamide hydrochloride), ClC1=CC=NC2=CC=C(C=C12)[N+](=O)[O-] (4-chloro-6-nitroquinoline), NC1=NC(=CC(=N1)NC=1C=C(C(=O)NC2=CC=C(C=C2)NC2=CC=NC3=CC=C(C=C23)[N+](=O)[O-])C=CC1)C (3-[(2-amino-6-methyl-4-pyrimidinyl)amino]-N-{4-[(6-nitro-4-quinolinyl)amino]phenyl}benzamide), Cl (HCl). Solvent: CCO (EtOH), O (H2O), CO.CCOC(=O)C (MeOH EtOAc), CCOC(=O)C (EtOAc). Conditions: temperature 20 celsius. The product is Cl.Cl.NC1=NC(=CC(=N1)NC=1C=C(C(=O)NC2=CC=C(C=C2)NC2=CC=NC3=CC=C(C=C23)[N+](=O)[O-])C=CC1)N (3-[(2,6-diamino-4-pyrimidinyl)amino]-N-{4-[(6-nitro-4-quinolinyl)amino]phenyl}benzamide dihydrochloride). As a reaction SMILES: [NH2:1][C:2]1[N:7]=[C:6]([NH:8][C:9]2[CH:10]=[C:11]([CH:35]=[CH:36][CH:37]=2)[C:12]([NH:14][C:15]2[CH:20]=[CH:19][C:18]([NH:21][C:22]3[C:31]4[C:26](=[CH:27][CH:28]=[C:29]([N+:32]([O-:34])=[O:33])[CH:30]=4)[N:25]=[CH:24][CH:23]=3)=[CH:17][CH:16]=2)=[O:13])[CH:5]=[C:4](C)[N:3]=1.[ClH:39].[NH2:40]C1N=C(NC2C=C(C=CC=2)C(NC2C=CC(N)=CC=2)=O)C=C(C)N=1.[Cl:65]C1C2C(=CC=C([N+]([O-])=O)C=2)N=CC=1.Cl>CCO.O.CCOC(C)=O.CO.CCOC(C)=O>[ClH:65].[ClH:39].[NH2:1][C:2]1[N:7]=[C:6]([NH:8][C:9]2[CH:10]=[C:11]([CH:35]=[CH:36][CH:37]=2)[C:12]([NH:14][C:15]2[CH:16]=[CH:17][C:18]([NH:21][C:22]3[C:31]4[C:26](=[CH:27][CH:28]=[C:29]([N+:32]([O-:34])=[O:33])[CH:30]=4)[N:25]=[CH:24][CH:23]=3)=[CH:19][CH:20]=2)=[O:13])[CH:5]=[C:4]([NH2:40])[N:3]=1 |f:1.2,8.9,10.11.12|. Procedure details: 3-[(2-amino-6-methyl-4-pyrimidinyl)amino]-N-{4-[(6-nitro-4-quinolinyl)amino]phenyl}benzamide diihydrochloride (Cpd. RR2). To a solution of amine B3 (205 mg, 0.55 mmol) in EtOH (20 mL) and H2O (10 mL) was added 4-chloro-6-nitroquinoline (135 mg, 0.64 mmol) and stirred until it dissolved, then 2 drops of c.HCl was added. The reaction mixture was refluxed for 5 h, diluted with EtOAc, brought to boil and cool to 20° C. The resulting precipitate was filtered and recrystallized from MeOH/EtOAc to give... Reactants: [N+](=O)([O-])C=1C=CC(=NC1)OC=1C=C2CCC(OC2=CC1)C1=CC=CC=C1 (5-nitro-2-(2-phenylchroman-6-yloxy)pyridine), OC=1C=C(C=CC1)C1OC2=CC=C(C=C2C(C1)O)O (2-(3-hydroxyphenyl)chroman-4,6-diol), ClC1=NC=C(C=C1)[N+](=O)[O-] (2-chloro-5-nitropyridine). Run in Example 1 ( b ). Product: [N+](=O)([O-])C=1C=CC(=NC1)OC=1C=C2C(CC(OC2=CC1)C1=CC(=CC=C1)OC1=NC=C(C=C1)[N+](=O)[O-])O (6-(5-Nitropyridin-2-yloxy)-2-[3-(5-nitropyridin-2-yloxy)phenyl]chroman-4-ol). Reaction SMILES: [N+:1]([C:4]1[CH:5]=[CH:6][C:7](OC2C=C3C(=CC=2)OC(C2C=CC=CC=2)CC3)=[N:8][CH:9]=1)([O-:3])=[O:2].[OH:27][C:28]1[CH:29]=[C:30]([CH:34]2[CH2:43][CH:42]([OH:44])[C:41]3[C:36](=[CH:37][CH:38]=[C:39]([OH:45])[CH:40]=3)[O:35]2)[CH:31]=[CH:32][CH:33]=1.Cl[C:47]1[CH:52]=[CH:51][C:50]([N+:53]([O-:55])=[O:54])=[CH:49][N:48]=1>>[N+:53]([C:50]1[CH:51]=[CH:52][C:47]([O:45][C:39]2[CH:40]=[C:41]3[C:36](=[CH:37][CH:38]=2)[O:35][CH:34]([C:30]2[CH:31]=[CH:32][CH:33]=[C:28]([O:27][C:7]4[CH:6]=[CH:5][C:4]([N+:1]([O-:3])=[O:2])=[CH:9][N:8]=4)[CH:29]=2)[CH2:43][CH:42]3[OH:44])=[N:48][CH:49]=1)([O-:55])=[O:54]. Procedure: 6-(5-Nitropyridin-2-yloxy)-2-[3-(5-nitropyridin-2-yloxy)phenyl]chroman-4-ol was prepared as described for 5-nitro-2-(2-phenylchroman-6-yloxy)pyridine in Example 1 (b) but starting from 2-(3-hydroxyphenyl)chroman-4,6-diol and using 210 mol-% of 2-chloro-5-nitropyridine. 1H NMR (400 MHz, d6-DMSO) δ: 9.06 (d, 1H, J 2.8 Hz), 9.03 (d, 1H, J 2.8 Hz), 8.64 (dd, 1H, J 2.8, 9.1 Hz), 8.61 (dd, 1H, J 2.8, 9.1 Hz), 7.54 (t, 1H, J 7.9 Hz), 7.43 (d, 1H, J 7.9 Hz), 7.36 (s, 1H), 7.30 (d, 1H, J 9.1 Hz), 7.25-7....